Dataset: the Open Reaction Database (ORD), a public repository of structured organic reaction records. Task: describe an organic reaction: reactants, conditions, products, and yield The reactants are CN1N=CC=C1CCOC1=CC=C(C=C1)N1CCN(CC1)C=1CCC=2N(N1)C(=NN2)C(F)(F)F (6-[4-[4-[2-(1-methyl-1H-pyrazol-5-yl)ethoxy]phenyl]piperazin-1-yl]-3-(trifluoromethyl)-7,8-dihydro[1,2,4]triazolo[4,3-b]pyridazine), OCCN1CCN(CC1)C(=O)OC(C)(C)C (tert-butyl 4-(2-hydroxyethyl)piperazine-1-carboxylate). The product is FC(C1=NN=C2N1N=C(C=C2)N2CCN(CC2)C2=CC=C(OCCN1CCN(CC1)C(=O)OC(C)(C)C)C=C2)(F)F (tert-butyl 4-[2-(4-{4-[3-(trifluoromethyl)[1,2,4]triazolo[4,3-b]pyridazin-6-yl]piperazin-1-yl}phenoxy)ethyl]piperazine-1-carboxylate). Isolated yield 60.0%. RXN SMILES: CN1C([CH2:7][CH2:8][O:9][C:10]2[CH:15]=[CH:14][C:13]([N:16]3[CH2:21][CH2:20][N:19]([C:22]4[CH2:23][CH2:24][C:25]5[N:26]([C:28]([C:31]([F:34])([F:33])[F:32])=[N:29][N:30]=5)[N:27]=4)[CH2:18][CH2:17]3)=[CH:12][CH:11]=2)=CC=N1.OCC[N:38]1[CH2:43][CH2:42][N:41]([C:44]([O:46][C:47]([CH3:50])([CH3:49])[CH3:48])=[O:45])[CH2:40][CH2:39]1>>[F:34][C:31]([F:32])([F:33])[C:28]1[N:26]2[N:27]=[C:22]([N:19]3[CH2:18][CH2:17][N:16]([C:13]4[CH:14]=[CH:15][C:10]([O:9][CH2:8][CH2:7][N:38]5[CH2:39][CH2:40][N:41]([C:44]([O:46][C:47]([CH3:50])([CH3:49])[CH3:48])=[O:45])[CH2:42][CH2:43]5)=[CH:11][CH:12]=4)[CH2:21][CH2:20]3)[CH:23]=[CH:24][C:25]2=[N:30][N:29]=1. Procedure: Obtained in 60% yield by an analogous method to Example 29, preparation of starting materials, starting from 4-{4-[3-(trifluoromethyl)[1,2,4]triazolo[4,3-b]pyridazin-6-yl]piperazin-1-yl}phenol (obtained as described in Example 16, preparation of starting materials) and tert-butyl 4-(2-hydroxyethyl)piperazine-1-carboxylate (CAS 77279-24-4).